Dataset: the Open Reaction Database (ORD), a public repository of structured organic reaction records. Task: describe an organic reaction: reactants, conditions, products, and yield Starting materials: O=C1OC(C2N1CCN(C2)C(=O)C2CCN(CC2)CC(=O)OCC)(C2=CC=CC=C2)C2=CC=CC=C2 (ethyl [4-[(tetrahydro-3-oxo-1,1-diphenyl-3H-oxazolo[3,4-a]pyrazin-7(1H)-yl)carbonyl]piperidin-1-yl]acetate), [H-].[Li+].[Al+3].[H-].[H-].[H-] (aluminum lithium hydride), C(C)(=O)OCC (ethyl acetate). Run in O (water), O1CCCC1 (tetrahydrofuran). Conditions: temperature 0 celsius, time 30 minute. The product is OCCN1CCC(CC1)C(=O)N1CC2N(CC1)C(OC2(C2=CC=CC=C2)C2=CC=CC=C2)=O (Hexahydro-7-[[1-(2-hydroxyethyl)piperidin-4-yl]carbonyl]-1,1-diphenyl-3H-oxazolo[3,4-a]pyrazin-3-one). The yield is 21.4%. As a reaction SMILES: [O:1]=[C:2]1[N:6]2[CH2:7][CH2:8][N:9]([C:11]([CH:13]3[CH2:18][CH2:17][N:16]([CH2:19][C:20](OCC)=[O:21])[CH2:15][CH2:14]3)=[O:12])[CH2:10][CH:5]2[C:4]([C:31]2[CH:36]=[CH:35][CH:34]=[CH:33][CH:32]=2)([C:25]2[CH:30]=[CH:29][CH:28]=[CH:27][CH:26]=2)[O:3]1.[H-].[Li+].[Al+3].[H-].[H-].[H-].C(OCC)(=O)C>O1CCCC1.O>[OH:21][CH2:20][CH2:19][N:16]1[CH2:15][CH2:14][CH:13]([C:11]([N:9]2[CH2:8][CH2:7][N:6]3[C:2](=[O:1])[O:3][C:4]([C:31]4[CH:32]=[CH:33][CH:34]=[CH:35][CH:36]=4)([C:25]4[CH:26]=[CH:27][CH:28]=[CH:29][CH:30]=4)[CH:5]3[CH2:10]2)=[O:12])[CH2:18][CH2:17]1 |f:1.2.3.4.5.6|. Procedure: To a solution of ethyl [4-[(tetrahydro-3-oxo-1,1-diphenyl-3H-oxazolo[3,4-a]pyrazin-7(1H)-yl)carbonyl]piperidin-1-yl]acetate (0.13 g, 0.26 mmol) in tetrahydrofuran (3 mL) was added aluminum lithium hydride (10 mg, 0.26 mmol) at 0° C., and the mixture was stirred at 0° C. for 30 minutes. An excessive amount of ethyl acetate was added thereto, and the mixture was further stirred at 0° C. for 5 minutes. The reaction solution was diluted with water and then extracted with ethyl acetate. The organic l... Starting materials: CC(C)(C)OC(=O)N1C(C=CC2(c3ccc(Cl)cc3)CC2)COC1(C)C, CO, O=[Pt]. Yields the product CC(C)(C)OC(=O)N1C(CCC2(c3ccc(Cl)cc3)CC2)COC1(C)C. As a reaction SMILES: [C:1]([CH3:2])([CH3:3])([CH3:4])[O:5][C:6](=[O:7])[N:8]1[C:9]([CH3:25])([CH3:26])[O:10][CH2:11][CH:12]1[CH:13]=[CH:14][C:15]1([c:18]2[cH:19][cH:20][c:21]([Cl:24])[cH:22][cH:23]2)[CH2:16][CH2:17]1.[CH3:27][OH:28].[Pt:29]=[O:30]>>[C:1]([CH3:2])([CH3:3])([CH3:4])[O:5][C:6](=[O:7])[N:8]1[C:9]([CH3:25])([CH3:26])[O:10][CH2:11][CH:12]1[CH2:13][CH2:14][C:15]1([c:18]2[cH:19][cH:20][c:21]([Cl:24])[cH:22][cH:23]2)[CH2:16][CH2:17]1. Reactants: C(CCC)C(C(=O)OCC)=C(C(=O)OCC)NC1=CC=CC=C1 (Diethyl 2-butyl-3-(phenylamino)-2-butenedioate). The solvent is C1(=CC=CC=C1)OC1=CC=CC=C1 (diphenylether). Conditions: temperature 250 celsius. Product: C(CCC)C=1C=NC2=CC=CC=C2C1CC1=CC=C(C#N)C=C1 (4-[(3-butyl-4-quinolinyl)-methyl]-benzonitrile). Yield: 154.8%. RXN SMILES: [CH2:1]([C:5](=[C:11]([NH:17][C:18]1[CH:23]=[CH:22][CH:21]=[CH:20][CH:19]=1)C(OCC)=O)[C:6](OCC)=O)[CH2:2][CH2:3][CH3:4]>C1(OC2C=CC=CC=2)C=CC=CC=1>[CH2:6]([C:5]1[CH:11]=[N:17][C:18]2[C:19]([C:1]=1[CH2:2][C:3]1[CH:4]=[CH:6][C:5]([C:11]#[N:17])=[CH:1][CH:2]=1)=[CH:20][CH:21]=[CH:22][CH:23]=2)[CH2:19][CH2:18][CH3:23]. Procedure details: A mixture of 2.5 g of the product of Step B and 30 ml of diphenylether was heated for 30 minutes in a bath at 250° C. The mixture was allowed to return to ambient temperature, separated and washed with pentane to obtain 1.82 g of the desired product. Reactants: C(C)N(C(C)C)C(C)C (N-ethyldiisopropylamine), NC=1C=CC(=C(C(=O)NC2CC2)C1)Cl (5-amino-2-chloro-N-cyclopropylbenzamide), CN1N=C(C(=C1C(=O)Cl)C(F)(F)F)C(C(F)(F)F)(F)F (1-methyl-3-(pentafluoroethyl)-4-(trifluoromethyl)-1H-pyrazole-5-carbonyl chloride). Reagents/catalysts: CN(C1=CC=NC=C1)C (N,N-dimethylpyridine-4-amine). Solvent: C(C)(=O)OCC (ethyl acetate), C(C)(=O)OCC (ethyl acetate), C(C)(=O)OCC (ethyl acetate). Reaction conditions: temperature 0 celsius, time 16 hour. Product: ClC1=C(C=C(C=C1)NC(=O)C1=C(C(=NN1C)C(C(F)(F)F)(F)F)C(F)(F)F)C(NC1CC1)=O (N-[4-Chloro-3-(cyclopropylcarbamoyl)phenyl]-1-methyl-3-(pentafluoroethyl)-4-(trifluoromethyl)-1H-pyrazole-5-carboxamide). Reaction SMILES: [NH2:1][C:2]1[CH:3]=[CH:4][C:5]([Cl:14])=[C:6]([CH:13]=1)[C:7]([NH:9][CH:10]1[CH2:12][CH2:11]1)=[O:8].C(N(C(C)C)C(C)C)C.[CH3:24][N:25]1[C:29]([C:30](Cl)=[O:31])=[C:28]([C:33]([F:36])([F:35])[F:34])[C:27]([C:37]([F:43])([F:42])[C:38]([F:41])([F:40])[F:39])=[N:26]1>CN(C)C1C=CN=CC=1.C(OCC)(=O)C>[Cl:14][C:5]1[CH:4]=[CH:3][C:2]([NH:1][C:30]([C:29]2[N:25]([CH3:24])[N:26]=[C:27]([C:37]([F:42])([F:43])[C:38]([F:40])([F:41])[F:39])[C:28]=2[C:33]([F:35])([F:36])[F:34])=[O:31])=[CH:13][C:6]=1[C:7](=[O:8])[NH:9][CH:10]1[CH2:11][CH2:12]1. Procedure details: 95.3 mg (0.45 mmol) of 5-amino-2-chloro-N-cyclopropylbenzamide, 3.7 mg (0.03 mmol) of N,N-dimethylpyridine-4-amine are dissolved in 2.5 ml of ethyl acetate. The solution is cooled to 0° C. using an ice bath and admixed with 158 μl (0.91 mmol) of N-ethyldiisopropylamine. 100 mg (0.30 mmol) of 1-methyl-3-(pentafluoroethyl)-4-(trifluoromethyl)-1H-pyrazole-5-carbonyl chloride are suspended in 2.5 ml of ethyl acetate and then added to the cooled reaction solution. The reaction mixture is heated for f... The reactants are C(C)(C)(C)OC(C1=CC=C(C=C1)C=NOC)=O (4-(methoxyimino-methyl)-benzoic acid tert-butyl ester), C(#N)[BH3-].[Na+] (sodium cyanoborohydride), compound 3-B. The product is C(C)(C)(C)OC(C1=CC=C(C=C1)CNOC)=O (4-(Methoxyamino-methyl)-benzoic acid tert-butyl ester), silica gel. Yield: 56.0%. As a reaction SMILES: [C:1]([O:5][C:6](=[O:17])[C:7]1[CH:12]=[CH:11][C:10]([CH:13]=[N:14][O:15][CH3:16])=[CH:9][CH:8]=1)([CH3:4])([CH3:3])[CH3:2].C([BH3-])#N.[Na+]>>[C:1]([O:5][C:6](=[O:17])[C:7]1[CH:8]=[CH:9][C:10]([CH2:13][NH:14][O:15][CH3:16])=[CH:11][CH:12]=1)([CH3:4])([CH3:3])[CH3:2] |f:1.2|. Procedure: Reduction of 4-(methoxyimino-methyl)-benzoic acid tert-butyl ester with sodium cyanoborohydride as described in the preparation of compound 3-B gave the title hydroxylamine as a clear oil after chromatography on silica gel (elution hexane-ethyl acetate 8:2) (56% yield). 1HNMR 400 MHz (CDCl3) δ (ppm): 1.59 (9H, s, t-Bu), 3.49 (3H, s, OCH3), 4.09 (2H, s, NCH2), 7.41 (2H, d, J=8.6 Hz, aromatics), 7.96 (2H, d, J=8.6 Hz, aromatics). The hydrochloride salt was obtained as a white solid: mp 130-132° C.... The reactants are C[C@]12C(C([C@H](CC1)C2(C)C)=O)=O ((1S,4R)-1,7,7-trimethyl-bicyclo[2.2.1]heptane-2,3-dione), COP(OC)(=O)CC(C1=C(C=CC=C1)OC(F)(F)F)=O ([2-Oxo-2-(2-trifluoromethoxy-phenyl)-ethyl]-phosphonic acid dimethyl ester), O.NN (hydrazine monohydrate). Product: C[C@]12C3=NN=C(C=C3[C@H](CC1)C2(C)C)C2=C(C=CC=C2)OC(F)(F)F ((1S,8R)-1,11,11-Trimethyl-5-(2-trifluoromethoxy-phenyl)-3,4-diaza-tricyclo[6.2.1.02,7]undeca-2,4,6-triene). As a reaction SMILES: [CH3:1][C@@:2]12[C:8]([CH3:10])([CH3:9])[C@@H:5]([CH2:6][CH2:7]1)[C:4](=O)[C:3]2=O.COP([CH2:19][C:20](=O)[C:21]1[CH:26]=[CH:25][CH:24]=[CH:23][C:22]=1[O:27][C:28]([F:31])([F:30])[F:29])(=O)OC.O.[NH2:34][NH2:35]>>[CH3:1][C@@:2]12[C:8]([CH3:10])([CH3:9])[C@@H:5]([CH2:6][CH2:7]1)[C:4]1[C:3]2=[N:34][N:35]=[C:20]([C:21]2[CH:26]=[CH:25][CH:24]=[CH:23][C:22]=2[O:27][C:28]([F:31])([F:30])[F:29])[CH:19]=1 |f:2.3|. Procedure details: light yellow solid. MS (EI): 348.0 (M+). Prepared from (1S,4R)-1,7,7-trimethyl-bicyclo[2.2.1]heptane-2,3-dione, [2-Oxo-2-(2-trifluoromethoxy-phenyl)-ethyl]-phosphonic acid dimethyl ester, hydrazine monohydrate.